Dataset: the Open Reaction Database (ORD), a public repository of structured organic reaction records. Task: describe an organic reaction: reactants, conditions, products, and yield Reactants: NC=1C=C(C(=O)O)C=C(C1)N (3,5-diaminobenzoic acid), C(=O)(OCC1C2=CC=CC=C2C2=CC=CC=C12)Cl (Fmoc-chloride), C([O-])(O)=O.[Na+] (sodium bicarbonate). Run in O (water). The product is C(=O)(OCC1C2=CC=CC=C2C2=CC=CC=C12)NC=1C=C(C(=O)O)C=C(C1)NC(=O)OCC1C2=CC=CC=C2C2=CC=CC=C12 (3,5-di(Fmoc-Amino)benzoic Acid). RXN SMILES: [NH2:1][C:2]1[CH:3]=[C:4]([CH:8]=[C:9]([NH2:11])[CH:10]=1)[C:5]([OH:7])=[O:6].[C:12](Cl)([O:14][CH2:15][CH:16]1[C:28]2[C:23](=[CH:24][CH:25]=[CH:26][CH:27]=2)[C:22]2[C:17]1=[CH:18][CH:19]=[CH:20][CH:21]=2)=[O:13].[C:30](=[O:33])(O)[O-:31].[Na+]>O>[C:12]([NH:1][C:2]1[CH:3]=[C:4]([CH:8]=[C:9]([NH:11][C:30]([O:31][CH2:15][CH:16]2[C:17]3[C:22](=[CH:21][CH:20]=[CH:19][CH:18]=3)[C:23]3[C:28]2=[CH:27][CH:26]=[CH:25][CH:24]=3)=[O:33])[CH:10]=1)[C:5]([OH:7])=[O:6])([O:14][CH2:15][CH:16]1[C:28]2[C:23](=[CH:24][CH:25]=[CH:26][CH:27]=2)[C:22]2[C:17]1=[CH:18][CH:19]=[CH:20][CH:21]=2)=[O:13] |f:2.3|. Procedure details: The compound was synthesised from 3,5-diaminobenzoic acid and Fmoc-chloride using sodium bicarbonate as base in a mixture of water and a suitable organic solvent. NMR analytical data were in accordance with the structure. Reactants: CC(CC=O)(C)C (3,3-dimethylbutyraldehyde), N1CCCC1 (pyrrolidine), N#CN (Cyanamide), O.C1(=CC=C(C=C1)S(=O)(=O)O)C (p-toluenesulfonic acid monohydrate). Solvent: C1CCCCC1 (cyclohexane). Reaction conditions: time 3 hour. Product: C(C)(C)(C)C1=CN=C(S1)N (5-tert-butylthiazol-2-amine). RXN SMILES: [CH3:1][C:2]([CH3:7])([CH3:6])[CH2:3][CH:4]=O.N1CCCC1.O.C1(C)C=CC([S:20](O)(=O)=O)=CC=1.[N:25]#[C:26][NH2:27]>C1CCCCC1>[C:2]([C:3]1[S:20][C:26]([NH2:27])=[N:25][CH:4]=1)([CH3:7])([CH3:6])[CH3:1] |f:2.3|. Procedure details: To a solution of 3,3-dimethylbutyraldehyde (10 g, 99.8 mmol) in 200 mL of cyclohexane was added pyrrolidine (8.7 mL, 0.11 mol) followed by p-toluenesulfonic acid monohydrate (0.95 g, 5.0 mmol). This reaction flask was equipped with a Dean-Stark trap and the mixture was warmed to reflux and was allowed to stir for 3 hours. The mixture was cooled to ambient temperature, filtered, and concentrated under reduced pressure. The residue was dissolved in 75 mL of CH3OH, sulfur was added (3.2 g, 99.8 mmo... Reactants: [Cl-].[Al+3].[Cl-].[Cl-] (aluminum chloride), OC1=C(C=CC(=C1)O)C1=NC(=NC(=N1)C1=C(C=C(C=C1)C)C)C1=C(C=C(C=C1)C)C (2-(2,4-dihydroxyphenyl)-4,6-bis-(2,4-dimethylphenyl)-s-triazine), N1=C(Cl)N=C(Cl)N=C1Cl (cyanuric chloride), C1(O)=CC(O)=CC=C1 (resorcinol), CC1=C(C=CC(=C1)C)C1=NC(=NC(=N1)C1=C(C=C(C=C1)C)C)C1=C(C=C(C=C1)C)C (2,4,6-tris(2,4-dimethylphenyl)-1,3,5-triazine). Solvent: ClC1=CC=CC=C1 (chlorobenzene), C1(=CC(=CC=C1)C)C (m-xylene). Run at temperature 5 celsius, time 2 hour. Product: bisresorcinol, OC1=C(C=CC(=C1)O)C1=NC(=NC(=N1)C1=C(C=C(C=C1)O)O)C1=C(C=C(C=C1)C)C (2,4-bis-(2,4-dihydroxyphenyl)-6-(2,4-dimethylphenyl)-s-triazine). As a reaction SMILES: N1C(Cl)=NC(Cl)=NC=1Cl.[C:10]1([CH:17]=[CH:16][CH:15]=[C:13]([OH:14])[CH:12]=1)[OH:11].[Cl-].[Al+3].[Cl-].[Cl-].[OH:22][C:23]1[CH:28]=[C:27]([OH:29])[CH:26]=[CH:25][C:24]=1[C:30]1[N:35]=[C:34](C2C=CC(C)=CC=2C)[N:33]=[C:32]([C:44]2[CH:49]=[CH:48][C:47]([CH3:50])=[CH:46][C:45]=2[CH3:51])[N:31]=1.CC1C=C(C)C=CC=1C1N=C(C2C=CC(C)=CC=2C)N=C(C2C=CC(C)=CC=2C)N=1>ClC1C=CC=CC=1.C1(C)C=CC=C(C)C=1>[OH:11][C:10]1[CH:12]=[C:13]([OH:14])[CH:15]=[CH:16][C:17]=1[C:34]1[N:35]=[C:30]([C:24]2[CH:25]=[CH:26][C:27]([OH:29])=[CH:28][C:23]=2[OH:22])[N:31]=[C:32]([C:44]2[CH:49]=[CH:48][C:47]([CH3:50])=[CH:46][C:45]=2[CH3:51])[N:33]=1 |f:2.3.4.5|. Procedure: To a stirring mixture of 1.84 g of cyanuric chloride, 1.1 gm of resorcinol, 2.5 mL of m-xylene and 25 mL of chlorobenzene was added 3.35 g of aluminum chloride (2.5 eq. based on cyanuric chloride) at 5° C. The reaction mixture was stirred at 5° C. for 2 h, then at 15° C. for 4 hr and finally at room temperature for 24 hr. The reaction mixture was analyzed by TLC and HPLC. The HPLC analysis confirmed the formation of 2-(2,4-dihydroxyphenyl)-4,6-(2,4-dimethylphenyl)-1,3,5-triazine (4) and 2,4,6-tr...